From a dataset of the Open Reaction Database (ORD), a public repository of structured organic reaction records. describe an organic reaction: reactants, conditions, products, and yield Starting materials: ClC1=C2C=CC(=NC2=NC=C1)C(F)(F)F (5-Chloro-2-trifluoromethyl[1,8]naphthyridine), FC1=C(C=C(C=C1)B1OC(C(O1)(C)C)(C)C)C=1C(=CC=CC1)C#N (2′-fluoro-5′-(4,4,5,5-tetramethyl-[1,3,2]dioxaborolan-2-yl)biphenyl-2-carbonitrile). The product is FC1=C(C=C(C=C1)C1=CC=NC2=NC(=CC=C12)C(F)(F)F)C=1C(=CC=CC1)C#N (2′-fluoro-5′-(7-trifluoromethyl[1,8]naphthyridin-4-yl)biphenyl-2-carbonitrile). Yield: 66.0%. As a reaction SMILES: Cl[C:2]1[CH:11]=[CH:10][N:9]=[C:8]2[C:3]=1[CH:4]=[CH:5][C:6]([C:12]([F:15])([F:14])[F:13])=[N:7]2.[F:16][C:17]1[CH:22]=[CH:21][C:20](B2OC(C)(C)C(C)(C)O2)=[CH:19][C:18]=1[C:32]1[C:33]([C:38]#[N:39])=[CH:34][CH:35]=[CH:36][CH:37]=1>>[F:16][C:17]1[CH:22]=[CH:21][C:20]([C:2]2[C:3]3[C:8](=[N:7][C:6]([C:12]([F:15])([F:14])[F:13])=[CH:5][CH:4]=3)[N:9]=[CH:10][CH:11]=2)=[CH:19][C:18]=1[C:32]1[C:33]([C:38]#[N:39])=[CH:34][CH:35]=[CH:36][CH:37]=1. Reported procedure: 5-Chloro-2-trifluoromethyl[1,8]naphthyridine (50 mg, 0.22 mmol) was coupled to 2′-fluoro-5′-(4,4,5,5-tetramethyl-[1,3,2]dioxaborolan-2-yl)biphenyl-2-carbonitrile (prepared as described in Example 2, steps a) to e), 90 mg, 0.28 mmol) as described in Example 7 part g), affording 2′-fluoro-5′-(7-trifluoromethyl[1,8]naphthyridin-4-yl)biphenyl-2-carbonitrile (56 mg, 66%). δH (360 MHz, CDCl3) 7.47 (1H, t, J 9.3), 7.53-7.62 (5H, m), 7.71 (1H, td, J, 7.7 and 1.4), 7.85 (1H, dd, J 7.7 and 0.7), 7.88 (1H,...